From a dataset of the Open Reaction Database (ORD), a public repository of structured organic reaction records. describe an organic reaction: reactants, conditions, products, and yield Starting materials: C1(=CC=CC=C1)C=1NC=2C=CC=C3C2C1CCC3=O (2-phenyl-1,3,4,5-tetrahydrobenz[cd]indol-5-one), O (Water), C(C)(=O)[O-].[NH4+] (ammonium acetate), C(#N)[BH3-].[Na+] (sodium cyanoborohydride). The solvent is C(Cl)Cl (methylene chloride), CO (methanol). Conditions: time 3 day. Product: NC1CCC2=C(NC=3C=CC=C1C23)C2=CC=CC=C2 (5-amino-2-phenyl-1,3,4,5-tetrahydrobenz[cd]indole). The yield is 52.0%. RXN SMILES: [C:1]1([C:7]2[NH:8][C:9]3[CH:10]=[CH:11][CH:12]=[C:13]4[C:18](=O)[CH2:17][CH2:16][C:15]=2[C:14]=34)[CH:6]=[CH:5][CH:4]=[CH:3][CH:2]=1.C([O-])(=O)C.[NH4+].C([BH3-])#[N:26].[Na+].O>C(Cl)Cl.CO>[NH2:26][CH:18]1[C:13]2[C:14]3[C:15](=[C:7]([C:1]4[CH:6]=[CH:5][CH:4]=[CH:3][CH:2]=4)[NH:8][C:9]=3[CH:10]=[CH:11][CH:12]=2)[CH2:16][CH2:17]1 |f:1.2,3.4|. Reported procedure: A portion (2.3 g) of the compound obtained in Example 41 was dissolved in a mixed solvent of methylene chloride (450 ml) and methanol (450 ml) and to the solution were added ammonium acetate (7.12 g) and sodium cyanoborohydride (0.76 g). The mixture was stirred for 3 days at room temperature. Water was added to the reaction mixture, followed by extraction with ethyl acetate. The organic layer was washed with water and saturated aqueous solution of sodium chloride and dried over anhydrous sodium ... Starting materials: O (water), C1(=CC=CC=C1)C(C1=CC=CC=C1)C1=CC=CC=C1 (triphenylmethane), C(CCC)[Li] (n-butyllithium), [Si](C)(C)(C(C)(C)C)OCCCCCl (4-chlorobutyl t-butyldimethylsilyl ether). Run in CCCCCC (hexane), C1CCOC1 (THF). Product: C1(=CC=CC=C1)C(CCCCO[Si](C)(C)C(C)(C)C)(C1=CC=CC=C1)C1=CC=CC=C1 (t-butyldimethylsilyl 5,5,5-triphenylpentyl ether). Isolated yield 82.4%. Reaction SMILES: [C:1]1([CH:7]([C:14]2[CH:19]=[CH:18][CH:17]=[CH:16][CH:15]=2)[C:8]2[CH:13]=[CH:12][CH:11]=[CH:10][CH:9]=2)[CH:6]=[CH:5][CH:4]=[CH:3][CH:2]=1.C([Li])CCC.[Si:25]([O:32][CH2:33][CH2:34][CH2:35][CH2:36]Cl)([C:28]([CH3:31])([CH3:30])[CH3:29])([CH3:27])[CH3:26].O>C1COCC1.CCCCCC>[C:1]1([C:7]([C:8]2[CH:9]=[CH:10][CH:11]=[CH:12][CH:13]=2)([C:14]2[CH:15]=[CH:16][CH:17]=[CH:18][CH:19]=2)[CH2:36][CH2:35][CH2:34][CH2:33][O:32][Si:25]([C:28]([CH3:29])([CH3:31])[CH3:30])([CH3:26])[CH3:27])[CH:2]=[CH:3][CH:4]=[CH:5][CH:6]=1. Reported procedure: t-Butylchlorodimethylsilane (8.3 g, 55 mmol) was added to a stirred mixture of 4-chlorobutanol (5.0 mL, 50 mmol), silver nitrate (12.8 g, 75.1 mmol), and pyridine (4.0 mL, 50 mmol) in 40 mL of dry THF. After 4 hr, the reaction mixture was filtered through Celite and evaporated to give a yellow oil. The material was purified by distillation to provide 4-chlorobutyl t-butyldimethylsilyl ether as a colorless oil (11 g, quantitative). To a solution of triphenylmethane (5.10 g, 20.8 mmol) in 25 mL of... Starting materials: C(C)(C)(C)OC(NC1CNCC1)=O (pyrrolidin-3-yl-carbamic acid tert-butyl ester), ClCCNC(=O)NC1=CC(=NC2=CC=CC=C12)C (1-(2-chloro-ethyl)-3-(2-methyl-quinolin-4-yl)-urea), C(=O)(O)[O-].[Na+] (NaHCO3), N[C@@H](CC1=CC=C2C=CC=CC2=C1)C(=O)O (Nal). The solvent is C1CCOC1 (THF). Conditions: temperature 70 celsius, time 6 day. The product is C(C)(C)(C)OC(NC1CN(CC1)CCNC(=O)NC1=CC(=NC2=CC=CC=C12)C)=O ((1-{2-[3-(2-Methyl-quinolin-4-yl)-ureido]-ethyl}-pyrrolidin-3-yl)-carbamic acid tert-butyl ester). Reaction SMILES: [C:1]([O:5][C:6](=[O:13])[NH:7][CH:8]1[CH2:12][CH2:11][NH:10][CH2:9]1)([CH3:4])([CH3:3])[CH3:2].Cl[CH2:15][CH2:16][NH:17][C:18]([NH:20][C:21]1[C:30]2[C:25](=[CH:26][CH:27]=[CH:28][CH:29]=2)[N:24]=[C:23]([CH3:31])[CH:22]=1)=[O:19].C([O-])(O)=O.[Na+].N[C@H](C(O)=O)CC1C=C2C(C=CC=C2)=CC=1>C1COCC1>[C:1]([O:5][C:6](=[O:13])[NH:7][CH:8]1[CH2:12][CH2:11][N:10]([CH2:15][CH2:16][NH:17][C:18]([NH:20][C:21]2[C:30]3[C:25](=[CH:26][CH:27]=[CH:28][CH:29]=3)[N:24]=[C:23]([CH3:31])[CH:22]=2)=[O:19])[CH2:9]1)([CH3:4])([CH3:2])[CH3:3] |f:2.3|. Procedure details: A mixture of pyrrolidin-3-yl-carbamic acid tert-butyl ester (10 mmol), 1-(2-chloro-ethyl)-3-(2-methyl-quinolin-4-yl)-urea (10 mmol), NaHCO3 (20 mmol), Nal (0.5 mmol), and THF (70 mL) is stirred in a sealed vessel at 70° C. for 6 d. The reaction mixture is filtered, evaporated to dryness, and the residue is purified by preparative HPLC to provide the title compound. Starting materials: CCO, Nc1ccccc1C(=O)NCCN1CCC(C(=O)c2ccc(F)cc2)CC1, [Na+], [OH-], O. Yields the product O=C(c1ccc(F)cc1)C1CCN(CCN2CNc3ccccc3C2=O)CC1. Reaction SMILES: [CH3:30][CH2:31][OH:32].[NH2:1][c:2]1[c:3]([C:4](=[O:5])[NH:6][CH2:7][CH2:8][N:9]2[CH2:10][CH2:11][CH:12]([C:15]([c:16]3[cH:17][cH:18][c:19]([F:22])[cH:20][cH:21]3)=[O:23])[CH2:13][CH2:14]2)[cH:24][cH:25][cH:26][cH:27]1.[Na+:29].[OH-:28].[OH2:33]>>[NH:1]1[c:2]2[c:3]([cH:24][cH:25][cH:26][cH:27]2)[C:4](=[O:5])[N:6]([CH2:7][CH2:8][N:9]2[CH2:10][CH2:11][CH:12]([C:15]([c:16]3[cH:17][cH:18][c:19]([F:22])[cH:20][cH:21]3)=[O:23])[CH2:13][CH2:14]2)[CH2:30]1. Starting materials: O(C1=CC=CC=C1)C=1C=C(C=O)C=CC1 (3-phenoxybenzaldehyde), N1CCCCC1 (piperidine), C(CC(=O)O)(=O)O (malonic acid). The solvent is N1=CC=CC=C1 (pyridine). Run at temperature 25 celsius. The product is O(C1=CC=CC=C1)C=1C=C(C=CC(=O)O)C=CC1 (3-phenoxycinnamic acid). The yield is 94.8%. Reaction SMILES: [C:1]([OH:7])(=[O:6])[CH2:2][C:3](O)=O.[O:8]([C:15]1[CH:16]=[C:17]([CH:20]=[CH:21][CH:22]=1)C=O)[C:9]1[CH:14]=[CH:13][CH:12]=[CH:11][CH:10]=1.N1CCCCC1>N1C=CC=CC=1>[O:8]([C:15]1[CH:16]=[C:17]([CH:20]=[CH:21][CH:22]=1)[CH:3]=[CH:2][C:1]([OH:7])=[O:6])[C:9]1[CH:14]=[CH:13][CH:12]=[CH:11][CH:10]=1. Procedure details: 62.4 g of malonic acid are dissolved in 100 ml of pyridine. After termination of the exothermal reaction, 99 g of 3-phenoxybenzaldehyde and 5 g of piperidine are added, the batch is refluxed for 3 hours, cooled to 25° C. and poured onto ice/concentrated hydrochloric acid in order to wash out pyridine and piperidine, while the acid precipitates in the form of crystals. After drying, 113.7 g (95% of theory) of 3-phenoxycinnamic acid, m.p. 107°-109° C., are obtained. 18 g (0.15 mol) of thionyl chlo... The reactants are C(CCCCCC(C)(C)C)(=O)O (Neodecanoic acid), C(C)(=O)[O-].[Mn+2].C(C)(=O)[O-] (manganese (II) acetate). Reaction conditions: temperature 140 celsius, time 2 hour. Product: C(CCCCCC(C)(C)C)(=O)[O-].[Mn+2].C(CCCCCC(C)(C)C)(=O)[O-] (Manganese Neodecanoate). RXN SMILES: [C:1]([OH:12])(=[O:11])[CH2:2][CH2:3][CH2:4][CH2:5][CH2:6][C:7]([CH3:10])([CH3:9])[CH3:8].C([O-])(=O)C.[Mn+2:17].C([O-])(=O)C>>[C:1]([O-:12])(=[O:11])[CH2:2][CH2:3][CH2:4][CH2:5][CH2:6][C:7]([CH3:8])([CH3:9])[CH3:10].[Mn+2:17].[C:1]([O-:12])(=[O:11])[CH2:2][CH2:3][CH2:4][CH2:5][CH2:6][C:7]([CH3:8])([CH3:9])[CH3:10] |f:1.2.3,4.5.6|. Procedure details: Neodecanoic acid (300 grams) and manganese (II) acetate (106 grams) were both placed into a reaction vessel equipped with a condenser, Dean-stark trap, thermometer, thermocouple, and a gas inlet. Nitrogen gas was bubbled into the reactants. The reactants were heated to 140° C. and stirred for two hours. Overheads and condensate from the reaction were collected in the trap. A subatmospheric pressure was applied to the reaction vessel and the reactants were stirred for an additional two hours at 1... Starting materials: COC(=O)NC1=CC=C(C=C1)C1=CN=C(N1)[C@H]1N(C[C@H](C1)C1CCN(CC1)S(=O)(=O)C)C(=O)OC(C)(C)C (2-methyl-2-propanyl (2S,4R)-2-(5-{4-[(methoxycarbonyl)amino]phenyl}-1H-imidazol-2-yl)-4-[1-(methylsulfonyl)-4-piperidinyl]-1-pyrrolidinecarboxylate), ClN1C(CCC1=O)=O (N-chlorosuccinimide). Run in C(C)#N (acetonitrile), CN(C=O)C (N,N-dimethylformamide). Reaction conditions: time 8 hour. Yields the product ClC=1N=C(NC1C1=CC=C(C=C1)NC(=O)OC)[C@H]1N(C[C@H](C1)C1CCN(CC1)S(=O)(=O)C)C(=O)OC(C)(C)C (2-methyl-2-propanyl (2S,4R)-2-(4-chloro-5-{4-[(methoxycarbonyl)amino]phenyl}-1H-imidazol-2-yl)-4-[1-(methylsulfonyl)-4-piperidinyl]-1-pyrrolidinecarboxylate). The yield is 54.3%. As a reaction SMILES: [CH3:1][O:2][C:3]([NH:5][C:6]1[CH:11]=[CH:10][C:9]([C:12]2[NH:16][C:15]([C@@H:17]3[CH2:21][C@H:20]([CH:22]4[CH2:27][CH2:26][N:25]([S:28]([CH3:31])(=[O:30])=[O:29])[CH2:24][CH2:23]4)[CH2:19][N:18]3[C:32]([O:34][C:35]([CH3:38])([CH3:37])[CH3:36])=[O:33])=[N:14][CH:13]=2)=[CH:8][CH:7]=1)=[O:4].[Cl:39]N1C(=O)CCC1=O>C(#N)C.CN(C)C=O>[Cl:39][C:13]1[N:14]=[C:15]([C@@H:17]2[CH2:21][C@H:20]([CH:22]3[CH2:23][CH2:24][N:25]([S:28]([CH3:31])(=[O:29])=[O:30])[CH2:26][CH2:27]3)[CH2:19][N:18]2[C:32]([O:34][C:35]([CH3:38])([CH3:37])[CH3:36])=[O:33])[NH:16][C:12]=1[C:9]1[CH:8]=[CH:7][C:6]([NH:5][C:3]([O:2][CH3:1])=[O:4])=[CH:11][CH:10]=1. Procedure: To a solution of the compound prepared in Example 64 (2.41 g, 4.4 mmol) in acetonitrile (50 mL) and N,N-dimethylformamide (20 mL) at 0° C. was added N-chlorosuccinimide (0.62 g, 4.6 mmol). The reaction was warmed to room temperature, stirred under nitrogen overnight then heated between 50-70° C. for 2 h. The reaction was cooled to room temperature, concentrated under reduced pressure and the residue washed with aqueous sodium bicarbonate solution (1×50 mL). The solid residue was suspended in a m... Reactants: N[C@@H](CC(=O)O)C1=CC=C(C=C1)Br ((S)-3-amino-3-(4-bromophenyl)propanoic acid), CO (methanol). Run in C1CCOC1 (THF). Run at temperature 0 celsius, time 30 minute. Product: N[C@@H](CCO)C1=CC=C(C=C1)Br ((S)-3-amino-3-(4-bromophenyl)propan-1-ol). Isolated yield 65.5%. As a reaction SMILES: [NH2:1][C@H:2]([C:7]1[CH:12]=[CH:11][C:10]([Br:13])=[CH:9][CH:8]=1)[CH2:3][C:4](O)=[O:5].CO>C1COCC1>[NH2:1][C@H:2]([C:7]1[CH:8]=[CH:9][C:10]([Br:13])=[CH:11][CH:12]=1)[CH2:3][CH2:4][OH:5]. Procedure: Borane-tetrahydrofuran complex (71.7 mL, 71.70 mmol) was added dropwise to a stirred suspension of (S)-3-amino-3-(4-bromophenyl)propanoic acid (3.5 g, 14.34 mmol) in THF (80 mL) at 0° C. over a period of 30 minutes under nitrogen. The resulting suspension was stirred at 0° C. for 30 minutes then at 22° C. for 5 hours. The reaction mixture was added portionwise to methanol (250 mL). The solution was stirred at room temperature for 24 hours. The mixture was concentrated, redissolved in methanol (2...